This data is from the Open Reaction Database (ORD), a public repository of structured organic reaction records. The task is: describe an organic reaction: reactants, conditions, products, and yield Starting materials: Cc1ccccc1, O=C(Nc1ccc(Sc2ccc(C(=O)Cl)cc2[N+](=O)[O-])cc1)OCC(Cl)(Cl)Cl, Nc1nncs1. Yields the product O=C(Nc1ccc(Sc2ccc(C(=O)Nc3nncs3)cc2[N+](=O)[O-])cc1)OCC(Cl)(Cl)Cl. As a reaction SMILES: [CH3:35][c:36]1[cH:37][cH:38][cH:39][cH:40][cH:41]1.[Cl:1][C:2]([CH2:3][O:4][C:5]([NH:6][c:7]1[cH:8][cH:9][c:10]([S:13][c:14]2[c:15]([N+:23](=[O:24])[O-:25])[cH:16][c:17]([C:20](=[O:21])[Cl:22])[cH:18][cH:19]2)[cH:11][cH:12]1)=[O:26])([Cl:27])[Cl:28].[s:29]1[c:30]([NH2:34])[n:31][n:32][cH:33]1>>[Cl:1][C:2]([CH2:3][O:4][C:5]([NH:6][c:7]1[cH:8][cH:9][c:10]([S:13][c:14]2[c:15]([N+:23](=[O:24])[O-:25])[cH:16][c:17]([C:20](=[O:21])[NH:34][c:30]3[s:29][cH:33][n:32][n:31]3)[cH:18][cH:19]2)[cH:11][cH:12]1)=[O:26])([Cl:27])[Cl:28]. The reactants are C1(CCCCC1)NC1CCCCC1 (dicyclohexylamine), CC=1C(=CC=2C(CCC(C2C1)(C)C)(C)C)SC1=CC=C(C(=O)O)C=C1 (4-(3,5,5,8,8-pentamethyl-5,6,7,8-tetrahydro-2-naphthylthio)benzoic acid), S(=O)(Cl)Cl (thionyl chloride). Run in ClCCl (dichloromethane). Conditions: time 1 hour. Yields the product CC=1C(=CC=2C(CCC(C2C1)(C)C)(C)C)SC1=CC=C(C(=O)Cl)C=C1 (4-(3,5,5,8,8-pentamethyl-5,6,7,8-tetrahydro-2-naphthylthio)benzoyl chloride). Reaction SMILES: [CH3:1][C:2]1[C:3]([S:16][C:17]2[CH:25]=[CH:24][C:20]([C:21](O)=[O:22])=[CH:19][CH:18]=2)=[CH:4][C:5]2[C:6]([CH3:15])([CH3:14])[CH2:7][CH2:8][C:9]([CH3:13])([CH3:12])[C:10]=2[CH:11]=1.C1(NC2CCCCC2)CCCCC1.S(Cl)([Cl:41])=O>ClCCl>[CH3:1][C:2]1[C:3]([S:16][C:17]2[CH:25]=[CH:24][C:20]([C:21]([Cl:41])=[O:22])=[CH:19][CH:18]=2)=[CH:4][C:5]2[C:6]([CH3:15])([CH3:14])[CH2:7][CH2:8][C:9]([CH3:13])([CH3:12])[C:10]=2[CH:11]=1. Procedure: A solution of 1.4 g (4 mmol) of 4-(3,5,5,8,8-pentamethyl-5,6,7,8-tetrahydro-2-naphthylthio)benzoic acid in 100 ml of anhydrous dichloromethane was introduced into a round-bottomed flask, 900 μl (4.4 mmol) of dicyclohexylamine were added and the mixture was stirred for one hour. Next, 320 μl (4.4 mmol) of thionyl chloride were added and the mixture was stirred for one hour. The reaction medium was evaporated to dryness, taken up in anhydrous ethyl ether, the dicyclohexylamine salt filtered off an... Starting materials: CS(=O)(=O)OCCCCOC=1C=CC2=C(C(OC(N2)=O)(C)C)C1 (6-(4-methanesulfonyloxy-butoxy)-4,4-dimethyl-4H-3,1-benzoxazin-2-one), CC1=CC=C(C=C1)S (4-methyl-thiophenol). The product is CC1=CC=C(C=C1)SCCCCOC1=CC2=C(C(OC(N2)=O)(C)C)C=C1 (7-[4-(4-Methyl-phenylmercapto)-butoxy]-4,4-dimethyl-4H-3,1-benzoxazin-2-one). RXN SMILES: CS(OCCCCO[C:11]1[CH:12]=[CH:13][C:14]2[NH:19][C:18](=[O:20])[O:17][C:16]([CH3:22])([CH3:21])[C:15]=2[CH:23]=1)(=O)=O.[CH3:24][C:25]1[CH:30]=[CH:29][C:28]([SH:31])=[CH:27][CH:26]=1>>[CH3:24][C:25]1[CH:30]=[CH:29][C:28]([S:31][CH2:13][CH2:14][CH2:15][CH2:16][O:17][C:12]2[CH:11]=[CH:23][C:15]3[C:16]([CH3:21])([CH3:22])[O:17][C:18](=[O:20])[NH:19][C:14]=3[CH:13]=2)=[CH:27][CH:26]=1. Reported procedure: Prepared analogously to Example 210 from 6-(4-methanesulfonyloxy-butoxy)-4,4-dimethyl-4H-3,1-benzoxazin-2-one and 4-methyl-thiophenol. Starting materials: ClC[C@H]1[C@@H](CCCC1)C#N (trans-2-(chloromethyl)cyclohexanenitrile), CC[O-].[Na+] (Sodium ethylate), [Na] (sodium), SC=1C=C(C=CC1)C(C(=O)OCC)C (ethyl 2-(3-mercaptophenyl)propionate). The solvent is C(C)O (ethanol). Reaction conditions: temperature 100 celsius. Yields the product C(#N)C1C(CCCC1)CSC=1C=C(C=CC1)C(C(=O)OCC)C (ethyl 2-[3-(2-cyanocyclohexylmethylthio)phenyl]propionate). The yield is 78.5%. As a reaction SMILES: CC[O-].[Na+].[Na].[SH:6][C:7]1[CH:8]=[C:9]([CH:13]([CH3:19])[C:14]([O:16][CH2:17][CH3:18])=[O:15])[CH:10]=[CH:11][CH:12]=1.Cl[CH2:21][C@@H:22]1[CH2:27][CH2:26][CH2:25][CH2:24][C@H:23]1[C:28]#[N:29]>C(O)C>[C:28]([CH:23]1[CH2:24][CH2:25][CH2:26][CH2:27][CH:22]1[CH2:21][S:6][C:7]1[CH:8]=[C:9]([CH:13]([CH3:19])[C:14]([O:16][CH2:17][CH3:18])=[O:15])[CH:10]=[CH:11][CH:12]=1)#[N:29] |f:0.1,^1:4|. Procedure details: Sodium ethylate prepared from sodium (0.23 g) and ethanol (10 ml) was added to ethyl 2-(3-mercaptophenyl)propionate (2.10 g) and the mixture was stirred for a while. Thereto was added trans-2-(chloromethyl)cyclohexanenitrile (1.58 g) and the resulting mixture was refluxed for 5 hours in an oil bath maintained at 100° C. The reaction mixture was evaporated to dryness under reduced pressure and to the residue was added toluene. After removal of the insoluble material by filtration, the solvent was... Starting materials: C(C)(C)(C)OC(NC1=C(C=CC(=C1)Br)NC(=O)OC(C)(C)C)=O ((5-bromo-2-tert-butoxycarbonylamino-phenyl)-carbamic acid tert-butyl ester), CS(=O)(=O)C1=C(C=CC=C1)B(O)O (2-methylsulfonylphenylboronic acid), C(Cl)Cl (CH2Cl2), C(=O)([O-])[O-].[Na+].[Na+] (Na2CO3). Reagents/catalysts: C1=CC=C(C=C1)P([C-]2C=CC=C2)C3=CC=CC=C3.C1=CC=C(C=C1)P([C-]2C=CC=C2)C3=CC=CC=C3.Cl[Pd]Cl.[Fe+2] (Pd(dppf)Cl2). Solvent: COCCOC (1,2-dimethoxyethane), O (water). Product: C(C)(C)(C)OC(NC1=C(C=C(C=C1)C1=C(C=CC=C1)S(=O)(=O)C)NC(=O)OC(C)(C)C)=O ((3-tert-butoxycarbonylamino-2′-methanesulfonyl-biphenyl-4-yl)-carbamic acid tert-butyl ester). Isolated yield 85.9%. Reaction SMILES: [C:1]([O:5][C:6](=[O:23])[NH:7][C:8]1[CH:13]=[C:12](Br)[CH:11]=[CH:10][C:9]=1[NH:15][C:16]([O:18][C:19]([CH3:22])([CH3:21])[CH3:20])=[O:17])([CH3:4])([CH3:3])[CH3:2].[CH3:24][S:25]([C:28]1[CH:33]=[CH:32][CH:31]=[CH:30][C:29]=1B(O)O)(=[O:27])=[O:26].C(Cl)Cl.C([O-])([O-])=O.[Na+].[Na+]>COCCOC.O.C1C=CC(P(C2C=CC=CC=2)[C-]2C=CC=C2)=CC=1.C1C=CC(P(C2C=CC=CC=2)[C-]2C=CC=C2)=CC=1.Cl[Pd]Cl.[Fe+2]>[C:19]([O:18][C:16](=[O:17])[NH:15][C:9]1[CH:10]=[CH:11][C:12]([C:29]2[CH:30]=[CH:31][CH:32]=[CH:33][C:28]=2[S:25]([CH3:24])(=[O:27])=[O:26])=[CH:13][C:8]=1[NH:7][C:6]([O:5][C:1]([CH3:4])([CH3:3])[CH3:2])=[O:23])([CH3:22])([CH3:21])[CH3:20] |f:3.4.5,8.9.10.11|. Reported procedure: A mixture of (5-bromo-2-tert-butoxycarbonylamino-phenyl)-carbamic acid tert-butyl ester (Example 1, Step A, 8.81 g, 0.0385 mol), 2-methylsulfonylphenylboronic acid (10.00 g, 0.0500 mol), Pd(dppf)Cl2.CH2Cl2 (4.71 g, 0.0578 mmol), and Na2CO3 (24.46 g, 0.116 mol) in 1,2-dimethoxyethane (200 mL) and water (50 mL) was heated 80° C. for 12 hours under inert atmosphere. The reaction mixture was cooled to room temperature and concentrated under reduced pressure. The residue was purified by chromatograph... Reactants: ClC(=O)CC#N (chloroformylacetonitrile), ClCC#N (chloroacetonitrile), C(=O)OC (methyl formate), C1=C[C@@H]([C@@H]([C@H]1NCC2=CN(C3=C2C(=O)N=C(N3)N)[C@H]4[C@@H]([C@@H]([C@H](O4)CO)O)O)O)O (Nucleoside q), NC1=NC(C=2C(=N1)N=CC2C#N)=O (2-amino-5-cyanopyrrolo[2-3-d]pyrimidine-4-one). Product: compound 10, NC1=NC(=CC(N1)=O)N (2,6-diamino-4-oxopyrimidine). RXN SMILES: C1[C@H](NCC2[C:12]3[C:13]([N:15]=[C:16]([NH2:18])[NH:17][C:11]=3[N:10]([C@@H]3O[C@H](CO)[C@@H](O)[C@H]3O)C=2)=[O:14])[C@@H](O)[C@@H](O)C=1.NC1N=C2N=CC(C#N)=C2C(=O)N=1.ClC(CC#N)=O.ClCC#N.C(OC)=O>>[NH2:18][C:16]1[NH:15][C:13](=[O:14])[CH:12]=[C:11]([NH2:10])[N:17]=1. Procedure: A 2-amino-4-oxo-5-cyanopyrrolo[2,3-d]pyrimidine(III) was prepared according to the method reported by Migawa, et al., “A Two Step Synthesis of the Nucleoside q Precursor 2-amino-5-cyanopyrrolo[2-3-d]pyrimidine-4-one” Syn. Comm. 26:3317(1996) which involved the synthesis of chloroformylacetonitrile (110) from chloroacetonitrile (109) and methyl formate as shown in FIG. 19. Cyclocon-densation of compound 10 with 2,6-diamino-4-oxopyrimidine afforded to the key intermediate in 65-70% overall yield. ... The reactants are ClC1=C2C(=NC=C1)C=C(S2)C(=O)N2C[C@@H](CC2)OC (7-chloro-2-[(R)-3-methoxypyrrolidine-1-carbonyl]thieno[3,2-b]pyridine), OC=1C=CC2=C(SC(=C2C(=O)OC)C)C1 (methyl 6-hydroxy-2-methylbenzo[b]thiophene-3-carboxylate), C(=O)([O-])[O-].[Cs+].[Cs+] (Cs2CO3). The product is CO[C@H]1CN(CC1)C(=O)C1=CC2=NC=CC(=C2S1)OC=1C=CC2=C(SC(=C2C(=O)OC)C)C1 (Methyl 6-[(2-{[(3R)-3-methoxypyrrolidin-1-yl]carbonyl}thieno[3,2-b]pyridin-7-yl)oxy]-2-methylbenzo[b]thiophene-3-carboxylate). Yield: 42.9%. As a reaction SMILES: Cl[C:2]1[CH:7]=[CH:6][N:5]=[C:4]2[CH:8]=[C:9]([C:11]([N:13]3[CH2:17][CH2:16][C@@H:15]([O:18][CH3:19])[CH2:14]3)=[O:12])[S:10][C:3]=12.[OH:20][C:21]1[CH:22]=[CH:23][C:24]2[C:28]([C:29]([O:31][CH3:32])=[O:30])=[C:27]([CH3:33])[S:26][C:25]=2[CH:34]=1.C([O-])([O-])=O.[Cs+].[Cs+]>>[CH3:19][O:18][C@@H:15]1[CH2:16][CH2:17][N:13]([C:11]([C:9]2[S:10][C:3]3[C:4](=[N:5][CH:6]=[CH:7][C:2]=3[O:20][C:21]3[CH:22]=[CH:23][C:24]4[C:28]([C:29]([O:31][CH3:32])=[O:30])=[C:27]([CH3:33])[S:26][C:25]=4[CH:34]=3)[CH:8]=2)=[O:12])[CH2:14]1 |f:2.3.4|. Procedure: Example 11(b) was prepared by the reaction of 7-chloro-2-[(R)-3-methoxypyrrolidine-1-carbonyl]thieno[3,2-b]pyridine 4b (417 mg, 1.40 mmole) with methyl 6-hydroxy-2-methylbenzo[b]thiophene-3-carboxylate 11a (417 mg, 2.11 mmole) and Cs2CO3 (2.29 g, 7.02 mmole) in a manner as previously described for example 1 to give 290 mg (43%) of a yellow solid. 1H NMR (DMSO-d6): δ8.58 (1H, d, J=5.4 Hz), 8.39 (1H, d, J=9.0 Hz), 8.07 (1H, s), 8.02 (1H, d, J=2.3 Hz), 7.42 (1H, dd, J=2.3, 9.0 Hz), 6.79 (1H, d, J=5... The reactants are C(C(=C)C)(=O)O (methacrylic acid), polyurethane acyl urea, N(=C=O)C1CC(CC(C1)(CN=C=O)C)(C)C (1-isocyanato-3,3,5-trimethyl-5-isocyanato methyl cyclohexane), C(=O)=O (carbon dioxide), mixture, 2,4- and 2,6-tolylene diisocyanate, mixture, CP1(C=CCC1)=O (1-methyl-1-phospha -2-cyclopenten-1-oxide), CP1(CC=CC1)=O (1-methyl-1-phospha -3-cyclopenten-1-oxide). Run in CN(C=O)C (dimethyl formamide), CN(C=O)C (dimethyl formamide), CN(C=O)C (dimethyl formamide). Reaction conditions: temperature 50 celsius. The product is NC1CC(CC(C1)(CN)C)(C)C (1-amino-3,3,5-trimethyl-5-aminomethyl cyclohexane). Isolated yield 140.0%. RXN SMILES: [N:1]([CH:4]1[CH2:9][C:8]([CH3:14])([CH2:10][N:11]=C=O)[CH2:7][C:6]([CH3:16])([CH3:15])[CH2:5]1)=C=O.CP1(=O)CCC=C1.CP1(=O)CC=CC1.C(=O)=O.C(O)(=O)C(C)=C>CN(C)C=O>[NH2:1][CH:4]1[CH2:9][C:8]([CH3:14])([CH2:10][NH2:11])[CH2:7][C:6]([CH3:16])([CH3:15])[CH2:5]1. Procedure: After the prepolymer has been cooled to 50° C., 695 parts by weight of dimethyl formamide and 44.4 parts by weight (0.2 mol) of 1-isocyanato-3,3,5-trimethyl-5-isocyanato methyl cyclohexane are added. 34.8 parts by weight (0.2 mol) of a mixture of 2,4- and 2,6-tolylene diisocyanate in a ratio of 8:2, and 2.4 parts by weight (0.02 mol) of a mixture of 1-methyl-1-phospha -2-cyclopenten-1-oxide and 1-methyl-1-phospha -3-cyclopenten-1-oxide, are added to the resulting solution. When the evolution of ... Conditions: time 4 hour. Product: C1(=CC=CC=C1)COC1=CC=C2CCC(C2=C1)=O (2,3-Dihydro-6-(phenylmethoxy)-1H-inden-1-one). Procedure details: A solution of 6-hydroxyindan-1-one (1.60 g, 10.8 mmol (M. Phialas, P. G. Sammes, P. D. Kennewell, R. Westwood, J. Chem. Soc. Perkin Trans. 1: 687 (1984)), benzyl alcohol (1.23 mL, 11.9 mmol), triphenylphosphine (4.25 g, 16.2 mmol) under a N2 atmosphere in THF (100.0 mL) was treated with diethyl azodicarboxylate (2.55 mL, 16.2 mmol). The mixture was allowed to stir for 4 h then quenched with H2O. The mixture was then extracted with hexane (3×50 mL), the organic layers combined, dried with Na2SO4,... Reaction SMILES: [OH:1][C:2]1[CH:10]=[C:9]2[C:5]([CH2:6][CH2:7][C:8]2=[O:11])=[CH:4][CH:3]=1.[CH2:12](O)[C:13]1[CH:18]=[CH:17][CH:16]=[CH:15][CH:14]=1.C1(P(C2C=CC=CC=2)C2C=CC=CC=2)C=CC=CC=1.N(C(OCC)=O)=NC(OCC)=O>C1COCC1>[C:13]1([CH2:12][O:1][C:2]2[CH:10]=[C:9]3[C:5]([CH2:6][CH2:7][C:8]3=[O:11])=[CH:4][CH:3]=2)[CH:18]=[CH:17][CH:16]=[CH:15][CH:14]=1. Solvent: C1CCOC1 (THF). Reactants: OC1=CC=C2CCC(C2=C1)=O (6-hydroxyindan-1-one), C(C1=CC=CC=C1)O (benzyl alcohol), C1(=CC=CC=C1)P(C1=CC=CC=C1)C1=CC=CC=C1 (triphenylphosphine), N(=NC(=O)OCC)C(=O)OCC (diethyl azodicarboxylate). RXN SMILES: [F:47][C:48]([C:49](=[O:50])[OH:51])([F:52])[F:53].[NH2:1][C:2]([CH2:3][NH:4][C:5](=[O:6])[c:7]1[n:8][c:9]([NH:30][CH2:31][CH:32]([c:33]2[cH:34][cH:35][cH:36][cH:37][cH:38]2)[c:39]2[cH:40][cH:41][cH:42][cH:43][cH:44]2)[c:10]2[n:11][cH:12][n:13]([CH:16]3[CH:17]([OH:29])[CH:18]([OH:28])[CH:19]([n:21]4[n:22][cH:23][c:24]([CH2:26][OH:27])[cH:25]4)[CH2:20]3)[c:14]2[n:15]1)([CH3:45])[CH3:46].[OH:54][CH:55]1[CH:56]([OH:57])[CH:58]([n:59]2[cH:60][c:61]([CH3:62])[cH:63][n:64]2)[CH2:65][CH:66]1[n:67]1[cH:68][n:69][c:70]2[c:71]1[n:72][c:73]([NH:74][CH:75]1[CH2:76][CH2:77][CH:78]([NH:79][C:99](=[O:100])[NH:101][CH:102]3[CH2:103][CH2:104][N:105]([c:108]4[n:109][cH:110][cH:111][cH:112][cH:113]4)[CH2:106][CH2:107]3)[CH2:80][CH2:81]1)[n:82][c:83]2[NH:84][CH2:85][CH:86]([c:87]1[cH:88][cH:89][cH:90][cH:91][cH:92]1)[c:93]1[cH:94][cH:95][cH:96][cH:97][cH:98]1>>[F:47][C:48]([C:49](=[O:50])[OH:51])([F:52])[F:53].[NH:1]([C:2]([CH2:3][NH:4][C:5](=[O:6])[c:7]1[n:8][c:9]([NH:30][CH2:31][CH:32]([c:33]2[cH:34][cH:35][cH:36][cH:37][cH:38]2)[c:39]2[cH:40][cH:41][cH:42][cH:43][cH:44]2)[c:10]2[n:11][cH:12][n:13]([CH:16]3[CH:17]([OH:29])[CH:18]([OH:28])[CH:19]([n:21]4[n:22][cH:23][c:24]([CH2:26][OH:27])[cH:25]4)[CH2:20]3)[c:14]2[n:15]1)([CH3:45])[CH3:46])[C:99](=[O:100])[NH:101][CH:102]1[CH2:103][CH2:104][N:105]([c:108]2[n:109][cH:110][cH:111][cH:112][cH:113]2)[CH2:106][CH2:107]1. Product: O=C(O)C(F)(F)F, CC(C)(CNC(=O)c1nc(NCC(c2ccccc2)c2ccccc2)c2ncn(C3CC(n4cc(CO)cn4)C(O)C3O)c2n1)NC(=O)NC1CCN(c2ccccn2)CC1. Reactants: O=C(O)C(F)(F)F, CC(C)(N)CNC(=O)c1nc(NCC(c2ccccc2)c2ccccc2)c2ncn(C3CC(n4cc(CO)cn4)C(O)C3O)c2n1, Cc1cnn(C2CC(n3cnc4c(NCC(c5ccccc5)c5ccccc5)nc(NC5CCC(NC(=O)NC6CCN(c7ccccn7)CC6)CC5)nc43)C(O)C2O)c1.